From a dataset of the Open Reaction Database (ORD), a public repository of structured organic reaction records. describe an organic reaction: reactants, conditions, products, and yield The reactants are [Br-].FC1=CC=C(C=C1)[S+](C1=CC=CC=C1)C1=CC=CC=C1 (4-fluorophenyldiphenylsulfonium bromide), FC(C(C(F)(F)F)OC(C(=C)C)=O)(S(=O)(=O)[O-])F.C(C1=CC=CC=C1)[N+](C)(C)C (benzyltrimethylammonium 1,1,3,3,3-pentafluoro-2-(methacryloyloxy)propane-1-sulfonate). The solvent is ClCCl (dichloromethane). Product: FC(C(C(F)(F)F)OC(C(=C)C)=O)(S(=O)(=O)[O-])F.FC1=CC=C(C=C1)[S+](C1=CC=CC=C1)C1=CC=CC=C1 (4-fluorophenyldiphenylsulfonium 1,1,3,3,3-pentafluoro-2-(methacryloyloxy)propane-1-sulfonate). Yield: 95.0%. As a reaction SMILES: [Br-].[F:2][C:3]1[CH:8]=[CH:7][C:6]([S+:9]([C:16]2[CH:21]=[CH:20][CH:19]=[CH:18][CH:17]=2)[C:10]2[CH:15]=[CH:14][CH:13]=[CH:12][CH:11]=2)=[CH:5][CH:4]=1.[F:22][C:23]([F:39])([S:35]([O-:38])(=[O:37])=[O:36])[CH:24]([O:29][C:30](=[O:34])[C:31]([CH3:33])=[CH2:32])[C:25]([F:28])([F:27])[F:26].C([N+](C)(C)C)C1C=CC=CC=1>ClCCl>[F:39][C:23]([F:22])([S:35]([O-:38])(=[O:36])=[O:37])[CH:24]([O:29][C:30](=[O:34])[C:31]([CH3:33])=[CH2:32])[C:25]([F:26])([F:28])[F:27].[F:2][C:3]1[CH:8]=[CH:7][C:6]([S+:9]([C:16]2[CH:17]=[CH:18][CH:19]=[CH:20][CH:21]=2)[C:10]2[CH:15]=[CH:14][CH:13]=[CH:12][CH:11]=2)=[CH:5][CH:4]=1 |f:0.1,2.3,5.6|. Reported procedure: An amount (corresponding to 0.05 mole) of an aqueous solution of 4-fluorophenyldiphenylsulfonium bromide in Synthesis Example 1 and 22.4 g (0.05 mole) of benzyltrimethylammonium 1,1,3,3,3-pentafluoro-2-(methacryloyloxy)propane-1-sulfonate in Synthesis Example 4 were added to 200 g of dichloromethane and stirred. The organic layer was separated and washed three times with 200 g of water. A minute amount of a polymerization inhibitor was added to the organic layer, and the solvent was removed in v... Yields the product ClC1=CC=C(C=C1)N1N=C2C=C(C(=CC2=C1C(OC1=CC=C(OC2(CC2)C(=O)O)C=C1)C1CCCCC1)F)F ([rac]-1-(4-{[2-(4-Chloro-phenyl)-5,6-difluoro-2H-indazol-3-yl]-cyclohexyl-methoxy}-phenoxy)-cyclopropanecarboxylic acid). The reactants are [OH-].[Li+] (lithium hydroxide), COC(=O)C1(CC1)OC1=CC=C(C=C1)OC(C1CCCCC1)C=1N(N=C2C=C(C(=CC12)F)F)C1=CC=C(C=C1)Cl ([rac]-1-(4-{[2-(4-chloro-phenyl)-5,6-difluoro-2H-indazol-3-yl]-cyclohexyl-methoxy}-phenoxy)-cyclopropanecarboxylic acid methyl ester). Run in C1CCOC1 (THF), CO (MeOH). Reported procedure: In analogy to the procedure described in example 7.2, [rac]-1-(4-{[2-(4-chloro-phenyl)-5,6-difluoro-2H-indazol-3-yl]-cyclohexyl-methoxy}-phenoxy)-cyclopropanecarboxylic acid methyl ester was treated with 1 N aqueous lithium hydroxide solution in THF and MeOH to give the title compound as colorless liquid. MS: m/e=553.3 [M+H+]. RXN SMILES: C[O:2][C:3]([C:5]1([O:8][C:9]2[CH:14]=[CH:13][C:12]([O:15][CH:16]([C:23]3[N:24]([C:34]4[CH:39]=[CH:38][C:37]([Cl:40])=[CH:36][CH:35]=4)[N:25]=[C:26]4[C:31]=3[CH:30]=[C:29]([F:32])[C:28]([F:33])=[CH:27]4)[CH:17]3[CH2:22][CH2:21][CH2:20][CH2:19][CH2:18]3)=[CH:11][CH:10]=2)[CH2:7][CH2:6]1)=[O:4].[OH-].[Li+]>C1COCC1.CO>[Cl:40][C:37]1[CH:38]=[CH:39][C:34]([N:24]2[C:23]([CH:16]([CH:17]3[CH2:22][CH2:21][CH2:20][CH2:19][CH2:18]3)[O:15][C:12]3[CH:13]=[CH:14][C:9]([O:8][C:5]4([C:3]([OH:4])=[O:2])[CH2:7][CH2:6]4)=[CH:10][CH:11]=3)=[C:31]3[C:26]([CH:27]=[C:28]([F:33])[C:29]([F:32])=[CH:30]3)=[N:25]2)=[CH:35][CH:36]=1 |f:1.2|.